Dataset: the Open Reaction Database (ORD), a public repository of structured organic reaction records. Task: describe an organic reaction: reactants, conditions, products, and yield Starting materials: COCCOC, CCO, CS(=O)(=O)O, O=C(Cl)OCc1ccccc1, NCCN, O. Product: NCCNC(=O)OCc1ccccc1. RXN SMILES: [CH2:25]([CH2:26][O:27][CH3:28])[O:29][CH3:30].[CH3:22][CH2:23][OH:24].[CH3:5][S:6]([OH:7])(=[O:8])=[O:9].[Cl:10][C:11](=[O:12])[O:13][CH2:14][c:15]1[cH:16][cH:17][cH:18][cH:19][cH:20]1.[NH2:1][CH2:2][CH2:3][NH2:4].[OH2:21]>>[NH2:1][CH2:2][CH2:3][NH:4][C:11](=[O:12])[O:13][CH2:14][c:15]1[cH:16][cH:17][cH:18][cH:19][cH:20]1. The product is O=C(C1CCCO1)N1CCN(C2CNC2)CC1. The reactants are CO, CC(=O)O, [OH-], [OH-], [Pd+2], O=C(C1CCCO1)N1CCN(C2CN(C(c3ccccc3)c3ccccc3)C2)CC1. As a reaction SMILES: [CH3:31][OH:32].[CH3:36][C:37](=[O:38])[OH:39].[OH-:33].[OH-:35].[Pd+2:34].[c:1]1([CH:2]([c:3]2[cH:4][cH:5][cH:6][cH:7][cH:25]2)[N:8]2[CH2:9][CH:10]([N:12]3[CH2:13][CH2:14][N:15]([C:18](=[O:19])[CH:20]4[O:21][CH2:22][CH2:23][CH2:24]4)[CH2:16][CH2:17]3)[CH2:11]2)[cH:26][cH:27][cH:28][cH:29][cH:30]1>>[NH:8]1[CH2:9][CH:10]([N:12]2[CH2:13][CH2:14][N:15]([C:18](=[O:19])[CH:20]3[O:21][CH2:22][CH2:23][CH2:24]3)[CH2:16][CH2:17]2)[CH2:11]1. Starting materials: C1(CCCCC1)C1=CC=C(OC[C@@H]2CN=C(O2)N)C=C1 ((S)-5-(4-Cyclohexyl-phenoxymethyl)-4,5-dihydro-oxazol-2-ylamine), C(C#CCCC)(=O)OC (Methyl 2-hexynoate), C1[C@@H](O1)CCl (R-epichlorohydrin), C1(CCCCC1)C1=CC=C(C=C1)O (4-cyclohexylphenol). Solvent: C(C)O (ethanol). Product: C1(CCCCC1)C1=CC=C(OC[C@@H]2CN3C(=NC(C=C3CCC)=O)O2)C=C1 ((S)-2-(4-cyclohexyl-phenoxymethyl)-5-propyl-2,3-dihydro-oxazolo[3,2-a]pyrimidin-7-one). Isolated yield 27.0%. As a reaction SMILES: [CH:1]1([C:7]2[CH:20]=[CH:19][C:10]([O:11][CH2:12][C@H:13]3[O:17][C:16]([NH2:18])=[N:15][CH2:14]3)=[CH:9][CH:8]=2)[CH2:6][CH2:5][CH2:4][CH2:3][CH2:2]1.C1O[C@H]1CCl.[CH:26]1([C:32]2C=C[C:35]([OH:38])=[CH:34][CH:33]=2)CCCC[CH2:27]1.C(OC)(=O)C#CCCC>C(O)C>[CH:1]1([C:7]2[CH:20]=[CH:19][C:10]([O:11][CH2:12][C@H:13]3[O:17][C:16]4=[N:18][C:35](=[O:38])[CH:34]=[C:33]([CH2:32][CH2:26][CH3:27])[N:15]4[CH2:14]3)=[CH:9][CH:8]=2)[CH2:2][CH2:3][CH2:4][CH2:5][CH2:6]1. Procedure details: (S)-5-(4-Cyclohexyl-phenoxymethyl)-4,5-dihydro-oxazol-2-ylamine (0.37 g, 1.35 mmol), prepared in accordance with the procedures in Steps 1 and 2 of Example 1 and starting from R-epichlorohydrin and 4-cyclohexylphenol, was dissolved in ethanol (6 mL). Methyl 2-hexynoate (0.34 g, 2.70 mmol) was then added and the reaction mixture was heated at reflux for 24 hrs and then cooled to room temperature. The resulting crystalline solid was isolated by filtration, washed with heptane 3 times, and dried un... As a reaction SMILES: [B:1]([Cl:2])([Cl:3])[Cl:4].[CH3:5][O:6][C:7]([c:8]1[c:9]([O:14][c:15]2[c:16]([O:23][CH3:24])[cH:17][c:18]([O:21][CH3:22])[cH:19][cH:20]2)[cH:10][cH:11][cH:12][cH:13]1)=[O:25].[Cl:27][CH2:28][Cl:29].[OH2:26]>>[C:7]1(=[O:25])[c:8]2[c:9]([cH:10][cH:11][cH:12][cH:13]2)[O:14][c:15]2[c:16]([cH:17][c:18]([O:21][CH3:22])[cH:19][cH:20]2)[O:23]1. The reactants are ClB(Cl)Cl, COC(=O)c1ccccc1Oc1ccc(OC)cc1OC, ClCCl, O. The product is COc1ccc2c(c1)OC(=O)c1ccccc1O2. Reactants: Compound II, N1=CC=C(C=C1)CNC(NOCC(=O)O)=O (2-(3-(pyridin-4-ylmethyl)ureidooxy)acetic acid), N[C@H](C(=O)N([C@H](C(OCC)OCC)C)CC=1C2=C(SC1)C=CC=C2)CC(=O)NC(C2=CC=CC=C2)(C2=CC=CC=C2)C2=CC=CC=C2 ((S)-2-amino-N1-(benzo[b]thiophen-3-ylmethyl)-N1—((S)-1,1-diethoxypropan-2-yl)-N4-tritylsuccinamide). Yields the product S1C2=C(C(=C1)CN(C([C@H](CC(NC(C1=CC=CC=C1)(C1=CC=CC=C1)C1=CC=CC=C1)=O)NC(CONC(=O)NCC1=CC=NC=C1)=O)=O)[C@H](C(OCC)OCC)C)C=CC=C2 (1-(2-((S)-1-((benzo[b]thiophen-3-ylmethyl)((S)-1,1-diethoxypropan-2-yl)amino)-1,4-dioxo-4-(tritylamino)butan-2-ylamino)-2-oxoethoxy)-3-(pyridin-4-ylmethyl)urea). RXN SMILES: [N:1]1[CH:6]=[CH:5][C:4]([CH2:7][NH:8][C:9](=[O:16])[NH:10][O:11][CH2:12][C:13]([OH:15])=O)=[CH:3][CH:2]=1.[NH2:17][C@@H:18]([CH2:41][C:42]([NH:44][C:45]([C:58]1[CH:63]=[CH:62][CH:61]=[CH:60][CH:59]=1)([C:52]1[CH:57]=[CH:56][CH:55]=[CH:54][CH:53]=1)[C:46]1[CH:51]=[CH:50][CH:49]=[CH:48][CH:47]=1)=[O:43])[C:19]([N:21]([CH2:31][C:32]1[C:33]2[CH:40]=[CH:39][CH:38]=[CH:37][C:34]=2[S:35][CH:36]=1)[C@@H:22]([CH3:30])[CH:23]([O:27][CH2:28][CH3:29])[O:24][CH2:25][CH3:26])=[O:20]>>[S:35]1[CH:36]=[C:32]([CH2:31][N:21]([C@@H:22]([CH3:30])[CH:23]([O:24][CH2:25][CH3:26])[O:27][CH2:28][CH3:29])[C:19](=[O:20])[C@@H:18]([NH:17][C:13](=[O:15])[CH2:12][O:11][NH:10][C:9]([NH:8][CH2:7][C:4]2[CH:3]=[CH:2][N:1]=[CH:6][CH:5]=2)=[O:16])[CH2:41][C:42](=[O:43])[NH:44][C:45]([C:46]2[CH:47]=[CH:48][CH:49]=[CH:50][CH:51]=2)([C:58]2[CH:63]=[CH:62][CH:61]=[CH:60][CH:59]=2)[C:52]2[CH:53]=[CH:54][CH:55]=[CH:56][CH:57]=2)[C:33]2[CH:40]=[CH:39][CH:38]=[CH:37][C:34]1=2. Procedure: According to the procedure described in the synthesis method of Compound II-15, 2-(3-(pyridin-4-ylmethyl)ureidooxy)acetic acid (Compound VI-10) 52 mg (0.23 mmol) was coupled with (S)-2-amino-N1-(benzo[b]thiophen-3-ylmethyl)-N1—((S)-1,1-diethoxypropan-2-yl)-N4-tritylsuccinamide (Compound IV-21) 100 mg (0.15 mmol) to obtain the title compound. Starting materials: O=C1CCC(=O)N1Br, C1COCCO1, O, N#Cc1ccccc1-n1cnc2ccccc21. Product: N#Cc1ccccc1-n1c(Br)nc2ccccc21. RXN SMILES: [Br:18][N:19]1[C:20](=[O:21])[CH2:22][CH2:23][C:24]1=[O:25].[O:27]1[CH2:28][CH2:29][O:30][CH2:31][CH2:32]1.[OH2:26].[n:1]1(-[c:10]2[c:11]([C:12]#[N:13])[cH:14][cH:15][cH:16][cH:17]2)[cH:2][n:3][c:4]2[c:5]1[cH:6][cH:7][cH:8][cH:9]2>>[n:1]1(-[c:10]2[c:11]([C:12]#[N:13])[cH:14][cH:15][cH:16][cH:17]2)[c:2]([Br:18])[n:3][c:4]2[c:5]1[cH:6][cH:7][cH:8][cH:9]2. The reactants are C1C(C)O1 (propylene oxide), C[Si](C)(C)Cl (trimethylsilyl chloride), [H-].[Na+] (sodium hydride), suspension, [H-].[Na+] (sodium hydride), N1C=C(C2=CC=CC=C12)C=1C(NC(C1C1=CNC2=CC=CC=C12)=O)=O (3,4-bis-(3-indolyl)-1H-pyrrole-2,5-dione). The solvent is O (water), CN(C)C=O (DMF). Conditions: temperature -20 celsius, time 0.5 hour. The product is OC(CN1C=C(C2=CC=CC=C12)C=1C(NC(C1C1=CN(C2=CC=CC=C12)CC(C)O)=O)=O)C (3,4-bis[1-(2-hydroxypropyl)-3-indolyl]-1H-pyrrole-2,5-dione). Yield: 6.8%. As a reaction SMILES: [H-].[Na+].[NH:3]1[C:11]2[C:6](=[CH:7][CH:8]=[CH:9][CH:10]=2)[C:5]([C:12]2[C:13](=[O:27])[NH:14][C:15](=[O:26])[C:16]=2[C:17]2[C:25]3[C:20](=[CH:21][CH:22]=[CH:23][CH:24]=3)[NH:19][CH:18]=2)=[CH:4]1.C[Si](Cl)(C)C.[CH2:33]1[O:36][CH:34]1[CH3:35]>CN(C=O)C.O>[OH:36][CH:34]([CH3:33])[CH2:35][N:3]1[C:11]2[C:6](=[CH:7][CH:8]=[CH:9][CH:10]=2)[C:5]([C:12]2[C:13](=[O:27])[NH:14][C:15](=[O:26])[C:16]=2[C:17]2[C:25]3[C:20](=[CH:21][CH:22]=[CH:23][CH:24]=3)[N:19]([CH2:33][CH:34]([OH:36])[CH3:35])[CH:18]=2)=[CH:4]1 |f:0.1|. Procedure details: 40 mg of a 60% suspension of sodium hydride in mineral oil was added to a solution of 327 mg of 3,4-bis-(3-indolyl)-1H-pyrrole-2,5-dione in 5 ml of DMF at 0° C. under nitrogen. After 0.5 hour the mixture was cooled to -20° C. and 108 mg of trimethylsilyl chloride were added. The mixture was allowed to warm to room temperature, then cooled to 0° C. and then a further 80 mg of sodium hydride were added thereto. After 0.5 hour at 0° C. 116 mg of propylene oxide were added and the mixture was stirre... The reactants are CN(C1(CCC(CC1)=CC(=O)NC(CC1=CNC2=CC=CC=C12)C)C1=CC=C(C=C1)F)C (2-[4-dimethylamino-4-(4-fluorophenyl)cyclohexylidene]-N-[2-(1H-indol-3-yl)-1-methylethyl]acetamide), Cl[Si](C)(C)C (chlorotrimethylsilane). Solvent: CC(=O)CC (ethyl methyl ketone). Run at time 1.5 hour. Yields the product Cl.CN(C1(CCC(CC1)=CC(=O)NC(CC1=CNC2=CC=CC=C12)C)C1=CC=C(C=C1)F)C (2-[4-Dimethylamino-4-(4-fluorophenyl)cyclohexylidene]-N-[2-(1H-indol-3-yl)-1-methylethyl]acetamide hydrochloride). The yield is 63.0%. RXN SMILES: [CH3:1][N:2]([CH3:32])[C:3]1([C:25]2[CH:30]=[CH:29][C:28]([F:31])=[CH:27][CH:26]=2)[CH2:8][CH2:7][C:6](=[CH:9][C:10]([NH:12][CH:13]([CH3:24])[CH2:14][C:15]2[C:23]3[C:18](=[CH:19][CH:20]=[CH:21][CH:22]=3)[NH:17][CH:16]=2)=[O:11])[CH2:5][CH2:4]1.[Cl:33][Si](C)(C)C>CC(CC)=O>[ClH:33].[CH3:32][N:2]([CH3:1])[C:3]1([C:25]2[CH:30]=[CH:29][C:28]([F:31])=[CH:27][CH:26]=2)[CH2:8][CH2:7][C:6](=[CH:9][C:10]([NH:12][CH:13]([CH3:24])[CH2:14][C:15]2[C:23]3[C:18](=[CH:19][CH:20]=[CH:21][CH:22]=3)[NH:17][CH:16]=2)=[O:11])[CH2:5][CH2:4]1 |f:3.4|. Reported procedure: The less polar diastereoisomer of 2-[4-dimethylamino-4-(4-fluorophenyl)cyclohexylidene]-N-[2-(1H-indol-3-yl)-1-methylethyl]acetamide (150 mg, 0.39 mmol) was dissolved in ethyl methyl ketone (10 ml), and chlorotrimethylsilane (0.075 ml, 0.59 mmol) was added. After 1.5 h it was possible to isolate the hydrochloride as a colourless solid in a yield of 63% (115 mg) with an m.p. of 188-191° C. (Example 21). Starting materials: ClCCCl, CCOCC, CCN(C(C)C)C(C)C, Cl, O=C(O)C1CN2CCC1CC2, [Na+], O=C([O-])O, CN(C)C=O, On1nnc2ccccc21, OC(c1ccccc1)c1ccccc1. Yields the product O=C(OC(c1ccccc1)c1ccccc1)C1CN2CCC1CC2. Reaction SMILES: [CH2:13]([Cl:14])[CH2:15][Cl:16].[CH3:60][CH2:61][O:62][CH2:63][CH3:64].[CH:41]([N:42]([CH2:43][CH3:44])[CH:45]([CH3:46])[CH3:47])([CH3:48])[CH3:49].[ClH:1].[N:2]12[CH2:3][CH:4]([C:10](=[O:11])[OH:12])[CH:5]([CH2:6][CH2:7]1)[CH2:8][CH2:9]2.[Na+:54].[O-:50][C:51]([OH:52])=[O:53].[O:55]=[CH:56][N:57]([CH3:58])[CH3:59].[OH:17][n:18]1[c:19]2[c:20]([cH:21][cH:22][cH:23][cH:24]2)[n:25][n:26]1.[c:27]1([CH:33]([OH:34])[c:35]2[cH:36][cH:37][cH:38][cH:39][cH:40]2)[cH:28][cH:29][cH:30][cH:31][cH:32]1>>[N:2]12[CH2:3][CH:4]([C:10](=[O:11])[O:12][CH:33]([c:27]3[cH:28][cH:29][cH:30][cH:31][cH:32]3)[c:35]3[cH:36][cH:37][cH:38][cH:39][cH:40]3)[CH:5]([CH2:6][CH2:7]1)[CH2:8][CH2:9]2. The reactants are CC#CCn1c(N2CCN(C(=O)OC(C)(C)C)CC2)nc2c1c(=O)n(COC(=O)C(C)(C)C)c(=O)n2CCOCC, CO, Cl, [H-], [Na+], C1CCOC1. Product: CC#CCn1c(N2CCN(C(=O)OC(C)(C)C)CC2)nc2c1c(=O)[nH]c(=O)n2CCOCC. Reaction SMILES: [C:1]([CH3:2])([CH3:3])([CH3:4])[O:5][C:6](=[O:7])[N:8]1[CH2:9][CH2:10][N:11]([c:14]2[n:15][c:16]3[n:17]([CH2:37][CH2:38][O:39][CH2:40][CH3:41])[c:18](=[O:36])[n:19]([CH2:28][O:29][C:30](=[O:31])[C:32]([CH3:33])([CH3:34])[CH3:35])[c:20](=[O:27])[c:21]3[n:22]2[CH2:23][C:24]#[C:25][CH3:26])[CH2:12][CH2:13]1.[CH3:50][OH:51].[ClH:44].[H-:42].[Na+:43].[O:45]1[CH2:46][CH2:47][CH2:48][CH2:49]1>>[C:1]([CH3:2])([CH3:3])([CH3:4])[O:5][C:6](=[O:7])[N:8]1[CH2:9][CH2:10][N:11]([c:14]2[n:15][c:16]3[n:17]([CH2:37][CH2:38][O:39][CH2:40][CH3:41])[c:18](=[O:36])[nH:19][c:20](=[O:27])[c:21]3[n:22]2[CH2:23][C:24]#[C:25][CH3:26])[CH2:12][CH2:13]1.